Dataset: the Open Reaction Database (ORD), a public repository of structured organic reaction records. Task: describe an organic reaction: reactants, conditions, products, and yield Reaction conditions: time 24 hour. Solvent: CC(C)O (2-propanol). Product: CSC1=C(C(NC(=C1)C=1C=NC=CC1)=O)C#N (4-(methylthio)-2-oxo-6-(pyridin-3-yl)-1,2-dihydropyridine-3-carbonitrile). The reactants are C(#N)CC(=O)N (2-Cyanoacetamide), [Na] (Sodium), [Na] (sodium), Na, CSC(=CC(=O)C=1C=NC=CC1)SC (3,3-bis(methylthio)-1-(pyridin-3-yl)prop-2-en-1-one). Procedure: Sodium (0.408 g, 17.75 mmol) was added to 2-propanol (100 mL) and the mixture was stirred at room temperature under nitrogen for 24 h. Additional sodium (0.25 g) was added. After 17 h at room temperature, the mixture was heated to 60° C. for 1 h to dissolve the rest of the Na metal and then cooled to room temperature. 2-Cyanoacetamide (2.15 g, 25.6 mmol) was added. After 30 min at room temperature, 3,3-bis(methylthio)-1-(pyridin-3-yl)prop-2-en-1-one (5.7124 g, 25.4 mmol) was added. The mixture w... As a reaction SMILES: [Na].[C:2]([CH2:4][C:5]([NH2:7])=[O:6])#[N:3].[CH3:8][S:9][C:10](SC)=[CH:11][C:12]([C:14]1[CH:15]=[N:16][CH:17]=[CH:18][CH:19]=1)=O>CC(O)C>[CH3:8][S:9][C:10]1[CH:11]=[C:12]([C:14]2[CH:15]=[N:16][CH:17]=[CH:18][CH:19]=2)[NH:7][C:5](=[O:6])[C:4]=1[C:2]#[N:3] |^1:0|. The yield is 83.0%. The reactants are ClC=1C=C(C=NC1N[C@H]1CN(CC1)C1CCCC1)\C=C(\C(=O)OCC)/F (ethyl (2Z)-3-(5-chloro-6-{[(3R)-1-cyclopentyl-3-pyrrolidinyl]amino}-3-pyridinyl)-2-fluoroacrylate), [OH-].[Na+] (NaOH), Cl (HCl). The solvent is CO (MeOH). Run at temperature 77.5 celsius, time 2 hour. Yields the product ClC=1C=C(C=NC1N[C@H]1CN(CC1)C1CCCC1)\C=C(\C(=O)O)/F ((2Z)-3-(5-chloro-6-{[(3R)-1-cyclopentyl-3-pyrrolidinyl]amino}-3-pyridinyl)-2-fluoroacrylic acid). Isolated yield 100.0%. As a reaction SMILES: [Cl:1][C:2]1[CH:3]=[C:4](/[CH:19]=[C:20](\[F:26])/[C:21]([O:23]CC)=[O:22])[CH:5]=[N:6][C:7]=1[NH:8][C@@H:9]1[CH2:13][CH2:12][N:11]([CH:14]2[CH2:18][CH2:17][CH2:16][CH2:15]2)[CH2:10]1.[OH-].[Na+].Cl>CO>[Cl:1][C:2]1[CH:3]=[C:4](/[CH:19]=[C:20](\[F:26])/[C:21]([OH:23])=[O:22])[CH:5]=[N:6][C:7]=1[NH:8][C@@H:9]1[CH2:13][CH2:12][N:11]([CH:14]2[CH2:15][CH2:16][CH2:17][CH2:18]2)[CH2:10]1 |f:1.2|. Reported procedure: A mixture of ethyl (2Z)-3-(5-chloro-6-{[(3R)-1-cyclopentyl-3-pyrrolidinyl]amino}-3-pyridinyl)-2-fluoroacrylate (710 mg) and 1N NaOH solution (3.8 ml) in MeOH (20 ml) was stirred at 75-80° C. for 2 hours. To the reaction mixture was added 1N HCl solution (3.8 ml) and the resultant solution was evaporated in vacuo and the residue was dissolved in a mixture of MeOH and toluene and evaporated in vacuo and the residue was dried to give (2Z)-3-(5-chloro-6-{[(3R)-1-cyclopentyl-3-pyrrolidinyl]amino}-3-p... Starting materials: ClC1=NC=NC(=C1C#CC=1C=NC(=CC1)N)CC (4-chloro-6-ethyl-5-(6-amino-pyridin-3-ylethynyl)-pyrimidine), COCCOC (DME), C(=O)([O-])[O-].[Cs+].[Cs+] (Cs2CO3), CO (MeOH). The reagents and catalysts are Cl[Pd]([P](C1=CC=CC=C1)(C2=CC=CC=C2)C3=CC=CC=C3)([P](C4=CC=CC=C4)(C5=CC=CC=C5)C6=CC=CC=C6)Cl (bis-(triphenylphoshine)palladium(II) chloride). Run at temperature 90 celsius, time 2 hour. The product is COC(C1=C(C=C(C=C1)C1=NC=NC(=C1C#CC=1C=NC(=CC1)N)CC)OC)=O (4-[5-(6-Amino-pyridin-3-ylethynyl)-6-ethyl-pyrimidin-4-yl]-2-methoxy-benzoic acid methyl ester). RXN SMILES: Cl[C:2]1[C:7]([C:8]#[C:9][C:10]2[CH:11]=[N:12][C:13]([NH2:16])=[CH:14][CH:15]=2)=[C:6]([CH2:17][CH3:18])[N:5]=[CH:4][N:3]=1.[C:19]([O-:22])([O-])=O.[Cs+].[Cs+].[CH3:25][OH:26].CO[CH2:29][CH2:30][O:31][CH3:32]>Cl[Pd](Cl)([P](C1C=CC=CC=1)(C1C=CC=CC=1)C1C=CC=CC=1)[P](C1C=CC=CC=1)(C1C=CC=CC=1)C1C=CC=CC=1>[CH3:25][O:26][C:19](=[O:22])[C:29]1[CH:2]=[CH:7][C:6]([C:2]2[C:7]([C:8]#[C:9][C:10]3[CH:11]=[N:12][C:13]([NH2:16])=[CH:14][CH:15]=3)=[C:6]([CH2:17][CH3:18])[N:5]=[CH:4][N:3]=2)=[CH:17][C:30]=1[O:31][CH3:32] |f:1.2.3,^1:35,54|. Procedure: The title compound is synthesized according to general procedure GP4 starting from 2.5 g (9.7 mmol) 4-chloro-6-ethyl-5-(6-amino-pyridin-3-ylethynyl)-pyrimidine using 2.4 g (11.6 mmol) 3-methoxy-4-methoxycarbonylphenyl boronic acid, 339 mg (0.48 mmol) bis-(triphenylphoshine)palladium(II) chloride, 14 mL (28.2 mmol) of an aqueous 2 M Cs2CO3 and 5 mL MeOH in 50 mL DME. The reaction mixture is stirred for 2 hours at 90° C. The solvent is removed under reduced pressure and the residue is taken up in ... Reported procedure: The sub-title compound was prepared from 2,5-dibromopyridine and [3-(methoxymethylamino)-3-oxopropyl carbamic acid, 1,1-dimethylethyl ester by the method of Example 58(a). As a reaction SMILES: [Br:1][C:2]1[CH:7]=[CH:6][C:5](Br)=[CH:4][N:3]=1.COCN[C:13](=[O:24])[CH2:14][CH2:15][NH:16][C:17](=[O:23])[O:18][C:19]([CH3:22])([CH3:21])[CH3:20]>>[Br:1][C:2]1[N:3]=[CH:4][C:5]([C:13](=[O:24])[CH2:14][CH2:15][NH:16][C:17](=[O:23])[O:18][C:19]([CH3:20])([CH3:21])[CH3:22])=[CH:6][CH:7]=1. Reactants: BrC1=NC=C(C=C1)Br (2,5-dibromopyridine), COCNC(CCNC(OC(C)(C)C)=O)=O (3-(methoxymethylamino)-3-oxopropyl carbamic acid, 1,1-dimethylethyl ester). Product: BrC1=CC=C(C=N1)C(CCNC(OC(C)(C)C)=O)=O ([3-(6-Bromo-3-pyridinyl)-3-oxopropyl] carbamic acid, 1,1-dimethylethyl ester).